From a dataset of the Open Reaction Database (ORD), a public repository of structured organic reaction records. describe an organic reaction: reactants, conditions, products, and yield Reactants: Brc1ncc(Br)n2ccnc12, COC(=O)c1ccc(N)cc1, CC(C)(C)[O-], Cc1ccccc1, [Na+], O=C(C=Cc1ccccc1)C=Cc1ccccc1, O=C(C=Cc1ccccc1)C=Cc1ccccc1, O=C(C=Cc1ccccc1)C=Cc1ccccc1, [Pd], [Pd]. Product: COC(=O)c1ccc(Nc2ncc(Br)n3ccnc23)cc1. RXN SMILES: [Br:1][c:2]1[cH:3][n:4][c:5]([Br:11])[c:6]2[n:7]1[cH:8][cH:9][n:10]2.[CH3:12][O:13][C:14]([c:15]1[cH:16][cH:17][c:18]([NH2:21])[cH:19][cH:20]1)=[O:22].[CH3:23][C:24]([CH3:25])([O-:26])[CH3:27].[CH3:85][c:86]1[cH:87][cH:88][cH:89][cH:90][cH:91]1.[Na+:28].[O:31]=[C:32]([CH:33]=[CH:34][c:35]1[cH:36][cH:37][cH:38][cH:39][cH:40]1)[CH:41]=[CH:42][c:43]1[cH:44][cH:45][cH:46][cH:47][cH:48]1.[O:49]=[C:50]([CH:51]=[CH:52][c:53]1[cH:54][cH:55][cH:56][cH:57][cH:58]1)[CH:59]=[CH:60][c:61]1[cH:62][cH:63][cH:64][cH:65][cH:66]1.[O:67]=[C:68]([CH:69]=[CH:70][c:71]1[cH:72][cH:73][cH:74][cH:75][cH:76]1)[CH:77]=[CH:78][c:79]1[cH:80][cH:81][cH:82][cH:83][cH:84]1.[Pd:29].[Pd:30]>>[Br:1][c:2]1[cH:3][n:4][c:5]([NH:21][c:18]2[cH:17][cH:16][c:15]([C:14]([O:13][CH3:12])=[O:22])[cH:20][cH:19]2)[c:6]2[n:7]1[cH:8][cH:9][n:10]2.